From a dataset of the Open Reaction Database (ORD), a public repository of structured organic reaction records. describe an organic reaction: reactants, conditions, products, and yield Reactants: CO, O=C(c1cc2c(cc1O)C(C(=O)O)CC2)c1ccccc1Cl, [Na+], [OH-]. The product is COC(=O)C1CCc2cc(C(=O)c3ccccc3Cl)c(O)cc21. RXN SMILES: [CH3:25][OH:26].[Cl:3][c:4]1[c:5]([C:6](=[O:7])[c:8]2[cH:9][c:10]3[c:14]([cH:15][c:16]2[OH:17])[CH:13]([C:18](=[O:19])[OH:20])[CH2:12][CH2:11]3)[cH:21][cH:22][cH:23][cH:24]1.[Na+:2].[OH-:1]>>[Cl:3][c:4]1[c:5]([C:6](=[O:7])[c:8]2[cH:9][c:10]3[c:14]([cH:15][c:16]2[OH:17])[CH:13]([C:18]([O:19][CH3:25])=[O:20])[CH2:12][CH2:11]3)[cH:21][cH:22][cH:23][cH:24]1. Starting materials: C[Si](CCCCO)(C)C (4-(Trimethylsilyl)butan-1-ol), C(CCCCCCC)OC=1C=NC(=NC1)C1=CC=C(C=C1)O (4-(5-n-octyloxypyrimidin-2-yl)phenol), N(=NC(=O)OCC)C(=O)OCC (diethyl azodicarboxylate), C1(=CC=CC=C1)P(C1=CC=CC=C1)C1=CC=CC=C1 (triphenylphosphine). Solvent: O1CCCC1 (tetrahydrofuran). Product: C(CCCCCCC)OC=1C=NC(=NC1)C1=CC=C(C=C1)OCCCC[Si](C)(C)C (4-(Trimethylsilyl)butyl 4-(5-octyloxypyrimidin-2-yl)-phenyl ether). Reaction SMILES: [CH3:1][Si:2]([CH3:9])([CH3:8])[CH2:3][CH2:4][CH2:5][CH2:6][OH:7].[CH2:10]([O:18][C:19]1[CH:20]=[N:21][C:22]([C:25]2[CH:30]=[CH:29][C:28](O)=[CH:27][CH:26]=2)=[N:23][CH:24]=1)[CH2:11][CH2:12][CH2:13][CH2:14][CH2:15][CH2:16][CH3:17].N(C(OCC)=O)=NC(OCC)=O.C1(P(C2C=CC=CC=2)C2C=CC=CC=2)C=CC=CC=1>O1CCCC1>[CH2:10]([O:18][C:19]1[CH:24]=[N:23][C:22]([C:25]2[CH:30]=[CH:29][C:28]([O:7][CH2:6][CH2:5][CH2:4][CH2:3][Si:2]([CH3:9])([CH3:8])[CH3:1])=[CH:27][CH:26]=2)=[N:21][CH:20]=1)[CH2:11][CH2:12][CH2:13][CH2:14][CH2:15][CH2:16][CH3:17]. Procedure: 439 mg (3 mmol) of 4-(Trimethylsilyl)butan-1-ol and 901 mg (3 mmol) of 4-(5-n-octyloxypyrimidin-2-yl)phenol are added to the solution of 0.46 ml (3 mmol) of diethyl azodicarboxylate and 790 mg (3 mmol) of triphenylphosphine in 15 ml of dry tetrahydrofuran. After a reaction time of 15 h, the solvent is distilled off and the residue is purified chromatographically (SiO2 /CH2Cl2). After recrystallization from n-hexane, 790 mg of colorless crystals are obtained. The reactants are C(C)[Si](OC(C#C)CCCCC)(CC)CC (3-triethylsilyloxy-1-octyne), N(=NC(C#N)(C)C)C(C#N)(C)C (azobisisobutyronitrile), C(CCC)[SnH](CCCC)CCCC (tri-n-butyltin hydride). Yields the product C(CCC)[Sn](\C=C\C(CCCCC)O[Si](CC)(CC)CC)(CCCC)CCCC ((E)-1-tri-n-butylstannyl-3-triethylsilyloxy-1-octene). RXN SMILES: [CH2:1]([Si:3]([CH2:15][CH3:16])([CH2:13][CH3:14])[O:4][CH:5]([CH2:8][CH2:9][CH2:10][CH2:11][CH3:12])[C:6]#[CH:7])[CH3:2].N(C(C)(C)C#N)=NC(C)(C)C#N.[CH2:29]([SnH:33]([CH2:38][CH2:39][CH2:40][CH3:41])[CH2:34][CH2:35][CH2:36][CH3:37])[CH2:30][CH2:31][CH3:32]>>[CH2:38]([Sn:33]([CH2:29][CH2:30][CH2:31][CH3:32])([CH2:34][CH2:35][CH2:36][CH3:37])/[CH:7]=[CH:6]/[CH:5]([O:4][Si:3]([CH2:13][CH3:14])([CH2:1][CH3:2])[CH2:15][CH3:16])[CH2:8][CH2:9][CH2:10][CH2:11][CH3:12])[CH2:39][CH2:40][CH3:41]. Procedure: A solution of 20 g of 3-triethylsilyloxy-1-octyne, 150 mg of azobisisobutyronitrile, and 30 ml of tri-n-butyltin hydride is magnetically stirred under an argon atmosphere at 140° C. for 2 hours, (EXOTHERMIC), then cooled to ambient temperature. The excess tin hydride is removed by distillation (~70°/1.0 mm). The residue is purified by distillation to provide 36.5 g of the oil (bp 165° C. at 0.05 mm). Yields the product O=C(O)c1cc(Br)cs1. RXN SMILES: [Br:1][c:2]1[cH:3][c:4]([CH:7]=[O:8])[s:5][cH:6]1.[CH3:11][C:12](=[O:13])[CH3:14].[CH3:15][CH2:16][OH:17].[Na+:10].[OH-:9]>>[Br:1][c:2]1[cH:3][c:4]([C:7](=[O:8])[OH:9])[s:5][cH:6]1. The reactants are O=Cc1cc(Br)cs1, CC(C)=O, CCO, [Na+], [OH-]. Starting materials: CCOC(=O)c1ccc(C)c(Nc2nccc(-n3ccnc3)n2)c1, CCOC(=O)c1ccc(Nc2nccc(-c3cccnc3)n2)cc1. The product is Cc1ccc(C(=O)O)cc1Nc1nccc(-n2ccnc2)n1. Reaction SMILES: [CH2:1]([CH3:2])[O:3][C:4]([c:5]1[cH:6][c:7]([NH:12][c:13]2[n:14][cH:15][cH:16][c:17](-[n:19]3[cH:20][n:21][cH:22][cH:23]3)[n:18]2)[c:8]([CH3:11])[cH:9][cH:10]1)=[O:24].[CH2:25]([O:26][C:27](=[O:28])[c:29]1[cH:30][cH:31][c:32]([NH:33][c:34]2[n:35][c:36](-[c:37]3[cH:38][n:39][cH:40][cH:41][cH:42]3)[cH:43][cH:44][n:45]2)[cH:46][cH:47]1)[CH3:48]>>[O:3]=[C:4]([c:5]1[cH:6][c:7]([NH:12][c:13]2[n:14][cH:15][cH:16][c:17](-[n:19]3[cH:20][n:21][cH:22][cH:23]3)[n:18]2)[c:8]([CH3:11])[cH:9][cH:10]1)[OH:24]. Procedure: Reaction of acrylonitrile with 3-hydroxy-3-(m-trifluoromethylphenyl)-indolin-2-one by a process analogous to that of Example 1 gives 1-(2-cyanoethyl)-3-hydroxy-3-(m-trifluoromethylphenyl)indolin-2-one. Hydrogenation of the 1-(2-cyanoethyl)-3-hydroxy-3-(m-trifluoromethylphenyl)indolin-2-one gives 1-(3-aminopropyl)-3-hydroxy-3-(m-trifluoromethylphenyl)indolin-2-one. Cyclodehydration of 1-(3-aminopropyl)-3-hydroxy-3-(m-trifluoromethylphenyl)indolin-2-one by a procedure analogous to that of Example ... Yields the product C(#N)CCN1C(C(C2=CC=CC=C12)(C1=CC(=CC=C1)C(F)(F)F)O)=O (1-(2-cyanoethyl)-3-hydroxy-3-(m-trifluoromethylphenyl)indolin-2-one). As a reaction SMILES: [C:1](#[N:4])[CH:2]=[CH2:3].[OH:5][C:6]1([C:16]2[CH:21]=[CH:20][CH:19]=[C:18]([C:22]([F:25])([F:24])[F:23])[CH:17]=2)[C:14]2[C:9](=[CH:10][CH:11]=[CH:12][CH:13]=2)[NH:8][C:7]1=[O:15]>>[C:1]([CH2:2][CH2:3][N:8]1[C:9]2[C:14](=[CH:13][CH:12]=[CH:11][CH:10]=2)[C:6]([OH:5])([C:16]2[CH:21]=[CH:20][CH:19]=[C:18]([C:22]([F:25])([F:24])[F:23])[CH:17]=2)[C:7]1=[O:15])#[N:4]. The reactants are C(C=C)#N (acrylonitrile), OC1(C(NC2=CC=CC=C12)=O)C1=CC(=CC=C1)C(F)(F)F (3-hydroxy-3-(m-trifluoromethylphenyl)-indolin-2-one). Reactants: CC(C)(CCC#N)CN(CC(O)C(Cc1ccccc1)NC(=O)OC1COCOC1)C(=O)OCc1ccccc1, CCOC(C)=O, [H][H]. Yields the product CC(C)(CCC#N)CNCC(O)C(Cc1ccccc1)NC(=O)OC1COCOC1. Reaction SMILES: [CH2:1]([O:2][C:3](=[O:4])[N:10]([CH2:11][CH:12]([CH:13]([CH2:14][c:15]1[cH:16][cH:17][cH:18][cH:19][cH:20]1)[NH:21][C:22](=[O:23])[O:24][CH:25]1[CH2:26][O:27][CH2:28][O:29][CH2:30]1)[OH:31])[CH2:32][C:33]([CH2:34][CH2:35][C:36]#[N:37])([CH3:38])[CH3:39])[c:5]1[cH:6][cH:7][cH:8][cH:9][cH:40]1.[CH3:43][CH2:44][O:45][C:46]([CH3:47])=[O:48].[H:41][H:42]>>[NH:10]([CH2:11][CH:12]([CH:13]([CH2:14][c:15]1[cH:16][cH:17][cH:18][cH:19][cH:20]1)[NH:21][C:22](=[O:23])[O:24][CH:25]1[CH2:26][O:27][CH2:28][O:29][CH2:30]1)[OH:31])[CH2:32][C:33]([CH2:34][CH2:35][C:36]#[N:37])([CH3:38])[CH3:39]. Starting materials: CS(=O)(=O)Cl, Nc1cc([N+](=O)[O-])ccc1F, O, c1ccncc1. Product: CS(=O)(=O)Nc1cc([N+](=O)[O-])ccc1F. Reaction SMILES: [CH3:18][S:19]([Cl:20])(=[O:21])=[O:22].[F:7][c:8]1[c:9]([NH2:10])[cH:11][c:12]([N+:15](=[O:16])[O-:17])[cH:13][cH:14]1.[OH2:23].[cH:1]1[cH:2][cH:3][n:4][cH:5][cH:6]1>>[F:7][c:8]1[c:9]([NH:10][S:19]([CH3:18])(=[O:21])=[O:22])[cH:11][c:12]([N+:15](=[O:16])[O-:17])[cH:13][cH:14]1. The reactants are [2H]C([2H])([2H])S(=O)C([2H])([2H])[2H].[2H]O[2H] (DMSO-d6 D2O), ice, C(C1=CN=CC=C1)(=O)O (nicotinic acid), Cl.NCCC1=CC=C(C=C1)O (tyramine hydrochloride), ClC(CCCCCN=C=N)Cl (dichlorohexylcarbodiimide), C5, C6, C4, C2. The solvent is N1=CC=CC=C1 (pyridine), N1=CC=CC=C1 (pyridine), N1=CC=CC=C1 (pyridine), N1=CC=CC=C1 (pyridine). Run at time 24 hour. The product is C(C1=CN=CC=C1)(=O)NCCC1=CC=C(C=C1)O (N-Nicotinoyltyramine). RXN SMILES: [C:1]([OH:9])(=O)[C:2]1[CH:7]=[CH:6][CH:5]=[N:4][CH:3]=1.Cl.[NH2:11][CH2:12][CH2:13][C:14]1[CH:19]=[CH:18][C:17]([OH:20])=[CH:16][CH:15]=1.ClC(Cl)CCCCCN=C=N.[2H]C(S(C([2H])([2H])[2H])=O)([2H])[2H].[2H]O[2H]>N1C=CC=CC=1>[C:1]([NH:11][CH2:12][CH2:13][C:14]1[CH:19]=[CH:18][C:17]([OH:20])=[CH:16][CH:15]=1)(=[O:9])[C:2]1[CH:7]=[CH:6][CH:5]=[N:4][CH:3]=1 |f:1.2,4.5|. Procedure: To an ice cold suspension of 3.69 g (0.03 mol) nicotinic acid in a solution of 5.2 g (0.03 mol) tyramine hydrochloride in 100 ml of pyridine, 6.18 g (0.03 mol) of dichlorohexylcarbodiimide (DCC) was gradually added while stirring. Stirring was continued at room temperature for 24 hrs and the formed dichclohexylurea was removed by filtration. The pyridine was removed by distillation in vacuo and the residue was triturated with cold water, filtered and crystallized from 50% aqueous methanol. Yield... Reactants: CN, O=C(Nc1ccc(Cl)cn1)c1cc(Cl)ccc1NC(=O)c1scc(CCl)c1Cl, CN(C)C=O, O. Yields the product CNCc1csc(C(=O)Nc2ccc(Cl)cc2C(=O)Nc2ccc(Cl)cn2)c1Cl. RXN SMILES: [CH3:1][NH2:2].[Cl:3][c:4]1[cH:5][cH:6][c:7]([NH:10][C:11]([c:12]2[c:13]([NH:19][C:20](=[O:21])[c:22]3[s:23][cH:24][c:25]([CH2:28][Cl:29])[c:26]3[Cl:27])[cH:14][cH:15][c:16]([Cl:18])[cH:17]2)=[O:30])[n:8][cH:9]1.[O:32]=[CH:33][N:34]([CH3:35])[CH3:36].[OH2:31]>>[CH3:1][NH:2][CH2:28][c:25]1[cH:24][s:23][c:22]([C:20]([NH:19][c:13]2[c:12]([C:11]([NH:10][c:7]3[cH:6][cH:5][c:4]([Cl:3])[cH:9][n:8]3)=[O:30])[cH:17][c:16]([Cl:18])[cH:15][cH:14]2)=[O:21])[c:26]1[Cl:27].